From a dataset of the Open Reaction Database (ORD), a public repository of structured organic reaction records. describe an organic reaction: reactants, conditions, products, and yield The reactants are [Li]CCCC, Cc1ccc(-c2c(Cl)ncnc2Cl)cc1, CC(=O)O, CCCCCC, N#CC1=C(C#N)C(=O)C(Cl)=C(Cl)C1=O, C1CCOC1, O, c1ccsc1. The product is Cc1ccc(-c2c(Cl)nc(-c3cccs3)nc2Cl)cc1. RXN SMILES: [CH2:12]([Li:13])[CH2:14][CH2:15][CH3:16].[CH3:17][c:18]1[cH:19][cH:20][c:21](-[c:24]2[c:25]([Cl:31])[n:26][cH:27][n:28][c:29]2[Cl:30])[cH:22][cH:23]1.[CH3:52][C:53](=[O:54])[OH:55].[CH3:6][CH2:7][CH2:8][CH2:9][CH2:10][CH3:11].[Cl:32][C:33]1=[C:44]([Cl:45])[C:42](=[O:43])[C:39]([C:40]#[N:41])=[C:36]([C:37]#[N:38])[C:34]1=[O:35].[O:46]1[CH2:47][CH2:48][CH2:49][CH2:50]1.[OH2:51].[cH:1]1[cH:2][cH:3][s:4][cH:5]1>>[cH:1]1[cH:2][c:3](-[c:27]2[n:26][c:25]([Cl:31])[c:24](-[c:21]3[cH:20][cH:19][c:18]([CH3:17])[cH:23][cH:22]3)[c:29]([Cl:30])[n:28]2)[s:4][cH:5]1. Starting materials: O1CCOC=2C=NC(=CC21)CN(C(OC(C)(C)C)=O)C2CCN(CC2)CCN2C1=C(N=CC2=O)C=CC(=N1)OC (tert-butyl (2,3-dihydro(1,4)dioxino(2,3-c)pyridin-7-ylmethyl)(1-(2-(6-methoxy-3-oxopyrido(2,3-b)pyrazin-4(3H)-yl)ethyl)piperidin-4-yl)carbamate), Cl.C(C)O (hydrogen chloride ethanol). Solvent: C(C)O (ethanol). Run at time 3 hour. Yields the product Cl.O1CCOC=2C=NC(=CC21)CNC2CCN(CC2)CCN2C1=C(N=CC2=O)C=CC(=N1)OC (4-(2-(4-((2,3-dihydro(1,4)dioxino(2,3-c)pyridin-7-ylmethyl)amino)piperidin-1-yl)ethyl)-6-methoxypyrido(2,3-b)pyrazin-3(4H)-one hydrochloride). As a reaction SMILES: [O:1]1[C:10]2[CH:9]=[C:8]([CH2:11][N:12]([CH:20]3[CH2:25][CH2:24][N:23]([CH2:26][CH2:27][N:28]4[C:33](=[O:34])[CH:32]=[N:31][C:30]5[CH:35]=[CH:36][C:37]([O:39][CH3:40])=[N:38][C:29]4=5)[CH2:22][CH2:21]3)C(=O)OC(C)(C)C)[N:7]=[CH:6][C:5]=2[O:4][CH2:3][CH2:2]1.[ClH:41].C(O)C>C(O)C>[ClH:41].[O:1]1[C:10]2[CH:9]=[C:8]([CH2:11][NH:12][CH:20]3[CH2:25][CH2:24][N:23]([CH2:26][CH2:27][N:28]4[C:33](=[O:34])[CH:32]=[N:31][C:30]5[CH:35]=[CH:36][C:37]([O:39][CH3:40])=[N:38][C:29]4=5)[CH2:22][CH2:21]3)[N:7]=[CH:6][C:5]=2[O:4][CH2:3][CH2:2]1 |f:1.2,4.5|. Procedure details: To a solution of 0.14 g of tert-butyl (2,3-dihydro(1,4)dioxino(2,3-c)pyridin-7-ylmethyl)(1-(2-(6-methoxy-3-oxopyrido(2,3-b)pyrazin-4(3H)-yl)ethyl)piperidin-4-yl)carbamate in 3.0 mL of ethanol, 3 mL of a 6.0 mol/L hydrogen chloride/ethanol solution was added at room temperature. The mixture was stirred at the same temperature for 3 hours, and the solvent was distilled off under reduced pressure. Diethyl ether was added to the resultant residue, and the solid was filtered off to obtain 0.11 g of 4... The reactants are C(CCC)N(CCCC)CCCC (Tributylamine), solution, [Na+].[I-] (NaI), CC(=O)C (acetone), Br[Si](C)(C)C (Bromotrimethylsilane), COP(OC)(=O)CP(=O)(OCC)CCCCCCCCCC=C (((10-undecenyl)-ethoxyphosphinyl) methylphosphonic acid dimethyl ester). Solvent: CO (methanol). Reaction conditions: time 3 hour. The product is [Na+].[Na+].[Na+].C(CCCCCCCCC=C)P(=O)(O)CP([O-])([O-])=O (((10-undecenyl)-hydroxyphosphinyl) methylphosphonic acid tri sodium salt). Yield: 74.0%. Reaction SMILES: Br[Si](C)(C)C.C[O:7][P:8]([CH2:12][P:13]([CH2:18][CH2:19][CH2:20][CH2:21][CH2:22][CH2:23][CH2:24][CH2:25][CH2:26][CH:27]=[CH2:28])([O:15]CC)=[O:14])(=[O:11])[O:9]C.C(N(CCCC)CCCC)CCC.[Na+:42].[I-].CC(C)=O>CO>[Na+:42].[Na+:42].[Na+:42].[CH2:18]([P:13]([CH2:12][P:8](=[O:7])([O-:11])[O-:9])([OH:15])=[O:14])[CH2:19][CH2:20][CH2:21][CH2:22][CH2:23][CH2:24][CH2:25][CH2:26][CH:27]=[CH2:28] |f:3.4,7.8.9.10|. Reported procedure: Bromotrimethylsilane (0.8 mL, 6.06 mmol) was added dropwise to ((10-undecenyl)-ethoxyphosphinyl) methylphosphonic acid dimethyl ester (0.250 g, 0.68 mmol) in a 3 mL vial. This solution was stirred for 14–16 hours at ambient temperature. Excess bromotrimethylsilane was removed by passing a steady stream of dry nitrogen over the solution for 2 hours. The residue was then placed under high vacuum for 3 hours to remove residual bromotrimethylsilane. Tributylamine (0.57 g, 3.08 mmol) and methanol (3 ... Starting materials: C(C)(C)(C)OC(=O)N1CC(C=2C=NC(=CC21)C(C2=CC=CC=C2)O)(C)C (6-(hydroxy-phenyl-methyl)-3,3-dimethyl-2,3-dihydro-pyrrolo[3,2-c]pyridine-1-carboxylic acid tert-butyl ester), [H-].[Na+] (sodium hydride), O (Water), CI (Methyl iodide). Run in C1CCOC1 (THF). Reaction conditions: time 1 hour. Yields the product C(C)(C)(C)OC(=O)N1CC(C=2C=NC(=CC21)C(C2=CC=CC=C2)OC)(C)C (6-(Methoxy-phenyl-methyl)-3,3-dimethyl-2,3-dihydro-pyrrolo[3,2-c]pyridine-1-carboxylic acid tert-butyl ester). The yield is 71.1%. As a reaction SMILES: [C:1]([O:5][C:6]([N:8]1[C:16]2[CH:15]=[C:14]([CH:17]([OH:24])[C:18]3[CH:23]=[CH:22][CH:21]=[CH:20][CH:19]=3)[N:13]=[CH:12][C:11]=2[C:10]([CH3:26])([CH3:25])[CH2:9]1)=[O:7])([CH3:4])([CH3:3])[CH3:2].[H-].[Na+].[CH3:29]I.O>C1COCC1>[C:1]([O:5][C:6]([N:8]1[C:16]2[CH:15]=[C:14]([CH:17]([O:24][CH3:29])[C:18]3[CH:19]=[CH:20][CH:21]=[CH:22][CH:23]=3)[N:13]=[CH:12][C:11]=2[C:10]([CH3:26])([CH3:25])[CH2:9]1)=[O:7])([CH3:4])([CH3:2])[CH3:3] |f:1.2|. Procedure: To a solution of 6-(hydroxy-phenyl-methyl)-3,3-dimethyl-2,3-dihydro-pyrrolo[3,2-c]pyridine-1-carboxylic acid tert-butyl ester (0.15 g, 0.42 mmol) in THF (5 mL) was added sodium hydride (60%, 0.02 g, 0.50 mmol) and the mixture was stirred for 1 h. Methyl iodide (52 μL, 0.84 mmol) was added and the reaction mixture was stirred for 18 h at ambient temperature. Water (10 mL) was added and the product was extracted with EtOAc (2×10 mL). The combined organic phase was dried (MgSO4) and evaporated in v... Starting materials: NC1=CC(=C(C=C1)N1CCC(CC1)N1C(OCC2=C1C=CC=C2)=O)Cl (1-[1-(4-Amino-2-chlorophenyl)piperidin-4-yl]-1,4-dihydro-2H-3,1-benzoxazin-2-one), CN1[C@H](C(=O)O)CCC1 (N-methyl-L-proline), C(C)(C)N(C(C)C)CC (N,N-diisopropylethylamine), ON1N=NC2=C1C=CC=C2 (1-hydroxybenzotriazole), F[B-](F)(F)F.N1(N=NC2=C1C=CC=C2)OC(=[N+](C)C)N(C)C (2-(1H-benzotriazole-1-yl)-1,1,3,3-tetramethyluronium tetrafluoroborate). The solvent is CN(C=O)C (N,N-dimethylformamide). Reaction conditions: time 8 hour. Product: ClC=1C=C(C=CC1N1CCC(CC1)N1C(OCC2=C1C=CC=C2)=O)NC(=O)[C@H]2N(CCC2)C ((2S)-N-{3-Chloro-4-[4-(2-oxo-2H-3,1-benzoxazin-1(4H)-yl)piperidin-1-yl]phenyl}-1-methylpyrrolidine-2-carboxamide). Reaction SMILES: [NH2:1][C:2]1[CH:7]=[CH:6][C:5]([N:8]2[CH2:13][CH2:12][CH:11]([N:14]3[C:19]4[CH:20]=[CH:21][CH:22]=[CH:23][C:18]=4[CH2:17][O:16][C:15]3=[O:24])[CH2:10][CH2:9]2)=[C:4]([Cl:25])[CH:3]=1.[CH3:26][N:27]1[CH2:34][CH2:33][CH2:32][C@H:28]1[C:29](O)=[O:30].C(N(CC)C(C)C)(C)C.ON1C2C=CC=CC=2N=N1.F[B-](F)(F)F.N1(OC(N(C)C)=[N+](C)C)C2C=CC=CC=2N=N1>CN(C)C=O>[Cl:25][C:4]1[CH:3]=[C:2]([NH:1][C:29]([C@@H:28]2[CH2:32][CH2:33][CH2:34][N:27]2[CH3:26])=[O:30])[CH:7]=[CH:6][C:5]=1[N:8]1[CH2:9][CH2:10][CH:11]([N:14]2[C:19]3[CH:20]=[CH:21][CH:22]=[CH:23][C:18]=3[CH2:17][O:16][C:15]2=[O:24])[CH2:12][CH2:13]1 |f:4.5|. Procedure details: A mixture of the product from example 120 step (ii) (0.1 g), N-methyl-L-proline (0.044 g), N,N-diisopropylethylamine (0.17 ml), 1-hydroxybenzotriazole (0.043 g), 2-(1H-benzotriazole-1-yl)-1,1,3,3-tetramethyluronium tetrafluoroborate (0.103 g) in N,N-dimethylformamide (3 ml) were stirred at room temperature overnight then partitioned between ethyl acetate and water. The organic layer was washed with water, dried and evaporated under reduced pressure. Purification was by chromatography eluting wit... Reactants: C(C)(=O)OC12CC3CC(CC(C1)C3)C2 (1-acetoxyadamantane), CCCCCCC (n-heptane), S(O)(O)(=O)=O (sulfuric acid), BrC1=CC2=CC=C(C=C2C=C1)OC (2-bromo-6-methoxynaphthalene). Run in C(C)O (ethanol). Conditions: time 48 hour. Product: C12(CC3CC(CC(C1)C3)C2)C2=C(C=C3C=CC(=CC3=C2)Br)OC (7-(1-adamantyl)-6-methoxy-2-bromonaphthalene). Isolated yield 20.9%. As a reaction SMILES: C(O[C:5]12[CH2:14][CH:9]3[CH2:10][CH:11]([CH2:13][CH:7]([CH2:8]3)[CH2:6]1)[CH2:12]2)(=O)C.CCCCCCC.S(=O)(=O)(O)O.[Br:27][C:28]1[CH:37]=[CH:36][C:35]2[C:30](=[CH:31][CH:32]=[C:33]([O:38][CH3:39])[CH:34]=2)[CH:29]=1>C(O)C>[C:5]12([C:32]3[CH:31]=[C:30]4[C:35]([CH:36]=[CH:37][C:28]([Br:27])=[CH:29]4)=[CH:34][C:33]=3[O:38][CH3:39])[CH2:6][CH:7]3[CH2:13][CH:11]([CH2:10][CH:9]([CH2:8]3)[CH2:14]1)[CH2:12]2. Procedure: In a 100 ml flask, under a nitrogen atmosphere, are placed 1 g of 1-acetoxyadamantane and 30 ml of n-heptane, and 0.25 g of concentrated sulfuric acid is introduced. At a temperature of about 20° C., 1.22 g of 2-bromo-6-methoxynaphthalene are poured in slowly and the mixture is left in vigorous agitation for 48 hours. Next, 20 ml of denatured ethanol are introduced and the mixture is evaporated to dryness under reduced pressure. The product is taken up in denatured ethanol and the precipitate is... The product is Cl.FC1=CC(=C(C=C1)C1NCCNC1)C (2-(4-Fluoro-2-methyl-phenyl)-piperazine hydrochloride). RXN SMILES: [F:1][C:2]1[CH:7]=[CH:6][C:5]([C:8]2[CH:13]=[N:12][CH:11]=[CH:10][N:9]=2)=[C:4]([CH3:14])[CH:3]=1.[ClH:15]>CCO.[OH-].[OH-].[Pd+2]>[ClH:15].[F:1][C:2]1[CH:7]=[CH:6][C:5]([CH:8]2[CH2:13][NH:12][CH2:11][CH2:10][NH:9]2)=[C:4]([CH3:14])[CH:3]=1 |f:3.4.5,6.7|. Reactants: FC1=CC(=C(C=C1)C1=NC=CN=C1)C (2-(4-Fluoro-2-methyl-phenyl)pyrazine), Cl (HCl). Reported procedure: 2-(4-Fluoro-2-methyl-phenyl)pyrazine (0.3 g) dissolved in EtOH 95% (20 mL) and 37% HCl (0.2 mL) was hydrogenated at 5 atm. for 4 hr, in the presence of 20% Pd(OH)2/C (30 mg) as catalyst. The catalyst was filtered off and the solvent was evaporated. The crude residue was triturated in MeOH/AcOEt (5 mL/15 mL) to obtain the title compound (0.08 g) as a white powder. Reagents/catalysts: [OH-].[OH-].[Pd+2] (Pd(OH)2/C). Solvent: CCO (EtOH). Starting materials: ClC1=CC=C(C=C1)S(=O)(=O)N1C(CCCC1C1=CC=CC=C1)C=O (1-(4-chloro-benzenesulfonyl)-6-phenyl-piperidine-2-carbaldehyde), C[Mg]Br (methyl magnesium bromide), CCOCC (Et2O), [Cl-].[NH4+] (ammonium chloride). Run in C1CCOC1 (THF). Product: ClC1=CC=C(C=C1)S(=O)(=O)N1C(CCCC1C1=CC=CC=C1)C(C)O (1-[1-(4-chloro-benzenesulfonyl)-6-phenyl-piperidin-2-yl]-ethanol). Isolated yield 100.0%. As a reaction SMILES: [Cl:1][C:2]1[CH:7]=[CH:6][C:5]([S:8]([N:11]2[CH:16]([C:17]3[CH:22]=[CH:21][CH:20]=[CH:19][CH:18]=3)[CH2:15][CH2:14][CH2:13][CH:12]2[CH:23]=[O:24])(=[O:10])=[O:9])=[CH:4][CH:3]=1.[CH3:25][Mg]Br.CCOCC.[Cl-].[NH4+]>C1COCC1>[Cl:1][C:2]1[CH:3]=[CH:4][C:5]([S:8]([N:11]2[CH:16]([C:17]3[CH:18]=[CH:19][CH:20]=[CH:21][CH:22]=3)[CH2:15][CH2:14][CH2:13][CH:12]2[CH:23]([OH:24])[CH3:25])(=[O:9])=[O:10])=[CH:6][CH:7]=1 |f:3.4|. Reported procedure: To a solution of the product of step 1 (232 mg; 0.64 mmol) in THF (6 mL) at 0° C. was added methyl magnesium bromide solution 3 N in Et2O (0.27 mL; 0.83 mmol) and the reaction was allowed to warm to room temperature for 1 h. The mixture was poured into saturated ammonium chloride, extracted with DCM, and dried over Na2SO4. After concentration of the solvents, the residue was purified by chromatography over silica gel (eluting Hexanes/EtOAc 8:2) to give 240 mg (100%) of 1-[1-(4-chloro-benzenesulf... Procedure details: A procedure similar to that described in Preparation 12 was repeated, except that 2.4 g of 8-phenyloctyloxymethyloxirane (prepared as described in Preparation 64), 2.97 g of sodium azide, 20 ml of methyl formate and 80 ml of an 8:1 by volume mixture of methanol and water were used, to give 2.7 g of the title compound having an Rf value of 0.29 (on silica gel thin layer chromatography, using a 1:5 by volume mixture of ethyl acetate and hexane as the developing solvent). The yield is 96.7%. The solvent is O (water). Reaction SMILES: [C:1]1([CH2:7][CH2:8][CH2:9][CH2:10][CH2:11][CH2:12][CH2:13][CH2:14][O:15][CH2:16][CH:17]2[CH2:19][O:18]2)[CH:6]=[CH:5][CH:4]=[CH:3][CH:2]=1.[N-:20]=[N+:21]=[N-:22].[Na+].C(OC)=O.CO>O>[C:1]1([CH2:7][CH2:8][CH2:9][CH2:10][CH2:11][CH2:12][CH2:13][CH2:14][O:15][CH2:16][CH:17]([OH:18])[CH2:19][N:20]=[N+:21]=[N-:22])[CH:6]=[CH:5][CH:4]=[CH:3][CH:2]=1 |f:1.2|. Starting materials: C1(=CC=CC=C1)CCCCCCCCOCC1OC1 (8-phenyloctyloxymethyloxirane), [N-]=[N+]=[N-].[Na+] (sodium azide), C(=O)OC (methyl formate), CO (methanol). Yields the product C1(=CC=CC=C1)CCCCCCCCOCC(CN=[N+]=[N-])O (3-(8-phenyloctyloxy)-2-hydroxypropylazide). Reactants: CC(=O)OC1CSC(Oc2ccc(Br)nc2)C(OC(C)=O)C1OC(C)=O, OB(O)c1ccc(Cl)nc1. The product is CC(=O)OC1CSC(Oc2ccc(-c3ccc(Cl)nc3)nc2)C(OC(C)=O)C1OC(C)=O. RXN SMILES: [C:1]([CH3:2])(=[O:3])[O:4][CH:5]1[CH:6]([O:7][c:8]2[cH:9][n:10][c:11]([Br:14])[cH:12][cH:13]2)[S:15][CH2:16][CH:17]([O:23][C:24]([CH3:25])=[O:26])[CH:18]1[O:19][C:20]([CH3:21])=[O:22].[Cl:27][c:28]1[cH:29][cH:30][c:31]([B:34]([OH:35])[OH:36])[cH:32][n:33]1>>[C:1]([CH3:2])(=[O:3])[O:4][CH:5]1[CH:6]([O:7][c:8]2[cH:9][n:10][c:11](-[c:31]3[cH:30][cH:29][c:28]([Cl:27])[n:33][cH:32]3)[cH:12][cH:13]2)[S:15][CH2:16][CH:17]([O:23][C:24]([CH3:25])=[O:26])[CH:18]1[O:19][C:20]([CH3:21])=[O:22].